This data is from the Open Reaction Database (ORD), a public repository of structured organic reaction records. The task is: describe an organic reaction: reactants, conditions, products, and yield Reactants: Cc1ccc(S(=O)(=O)OCC(O)C(c2cccc(F)c2)n2ccc3ccccc32)cc1, CCN, CO. The product is CCNCC(O)C(c1cccc(F)c1)n1ccc2ccccc21. As a reaction SMILES: [CH3:1][c:2]1[cH:3][cH:4][c:5]([S:6]([O:7][CH2:12][CH:13]([CH:14]([n:15]2[cH:16][cH:17][c:18]3[cH:19][cH:20][cH:21][cH:22][c:23]23)[c:24]2[cH:25][c:26]([F:30])[cH:27][cH:28][cH:29]2)[OH:31])(=[O:8])=[O:9])[cH:10][cH:11]1.[CH3:32][CH2:33][NH2:34].[CH3:35][OH:36]>>[CH2:12]([CH:13]([CH:14]([n:15]1[cH:16][cH:17][c:18]2[cH:19][cH:20][cH:21][cH:22][c:23]12)[c:24]1[cH:25][c:26]([F:30])[cH:27][cH:28][cH:29]1)[OH:31])[NH:34][CH2:33][CH3:32]. Reactants: C(C)OC(=O)C1=C(C=2C=NC=CC2S1)OS(=O)(=O)C(C(C(C(F)(F)F)(F)F)(F)F)(F)F (3-(nonafluorobutane-1-sulfonyloxy)-thieno[3,2-c]pyridine-2-carboxylic acid ethyl ester), FC1=C(C=CC(=C1)SC)N (2fluoro -4-methylsulfanyl-phenylamine), CC1(C2=C(C(=CC=C2)P(C3=CC=CC=C3)C4=CC=CC=C4)OC5=C(C=CC=C51)P(C6=CC=CC=C6)C7=CC=CC=C7)C (Xantphos), [O-]P(=O)([O-])[O-].[K+].[K+].[K+] (K3PO4). Reagents/catalysts: C=1C=CC(=CC1)/C=C/C(=O)/C=C/C2=CC=CC=C2.C=1C=CC(=CC1)/C=C/C(=O)/C=C/C2=CC=CC=C2.C=1C=CC(=CC1)/C=C/C(=O)/C=C/C2=CC=CC=C2.[Pd].[Pd] (Pd2 dba3). The solvent is C1(=CC=CC=C1)C (toluene). Product: C(C)OC(=O)C1=C(C=2C=NC=CC2S1)NC1=C(C=C(C=C1)SC)F (3-(2-Fluoro-4-methylsulfanyl-phenylamino)-thieno[3,2-c]pyridine -2-carboxylic acid ethyl ester). Isolated yield 58.1%. Reaction SMILES: [CH2:1]([O:3][C:4]([C:6]1[S:14][C:13]2[CH:12]=[CH:11][N:10]=[CH:9][C:8]=2[C:7]=1OS(C(F)(F)C(F)(F)C(F)(F)C(F)(F)F)(=O)=O)=[O:5])[CH3:2].[F:32][C:33]1[CH:38]=[C:37]([S:39][CH3:40])[CH:36]=[CH:35][C:34]=1[NH2:41].CC1(C)C2C(=C(P(C3C=CC=CC=3)C3C=CC=CC=3)C=CC=2)OC2C(P(C3C=CC=CC=3)C3C=CC=CC=3)=CC=CC1=2.[O-]P([O-])([O-])=O.[K+].[K+].[K+]>C1(C)C=CC=CC=1.C1C=CC(/C=C/C(/C=C/C2C=CC=CC=2)=O)=CC=1.C1C=CC(/C=C/C(/C=C/C2C=CC=CC=2)=O)=CC=1.C1C=CC(/C=C/C(/C=C/C2C=CC=CC=2)=O)=CC=1.[Pd].[Pd]>[CH2:1]([O:3][C:4]([C:6]1[S:14][C:13]2[CH:12]=[CH:11][N:10]=[CH:9][C:8]=2[C:7]=1[NH:41][C:34]1[CH:35]=[CH:36][C:37]([S:39][CH3:40])=[CH:38][C:33]=1[F:32])=[O:5])[CH3:2] |f:3.4.5.6,8.9.10.11.12|. Procedure: A degassed solution of 3-(nonafluorobutane-1-sulfonyloxy)-thieno[3,2-c]pyridine-2-carboxylic acid ethyl ester (0.74 g, 1.5 mmol), 2fluoro -4-methylsulfanyl-phenylamine (0.12 g, 0.76 mmol), Pd2 dba3 (0.035 g, 0.038 mmol), Xantphos (0.044 g, 0.076 mmol) and K3PO4 (0.32 g, 1.5 mmol) in toluene (10 ml) was heated at reflux for 18 hours. The reaction mixture was cooled to ambient temperature then filtered through a pad of Hyflo washing with ethyl acetate. The filtrate was concentrated in vacuo and th...